This data is from the Open Reaction Database (ORD), a public repository of structured organic reaction records. The task is: describe an organic reaction: reactants, conditions, products, and yield The reactants are solution, C(C(=O)O)(=O)O (oxalic acid), C(C)N(CCOCCC1=CC2=C(SC=C2)C=C1F)CC (N,N-diethyl-N-{2-[2-(6-fluorobenzo[b]thiophen-5-yl)ethoxy]ethyl}-amine). Run in C(C)(=O)OCC (ethyl acetate), C(C)(=O)OCC (ethyl acetate), C(C)(C)OC(C)C (diisopropyl ether). Conditions: time 2 hour. The product is C(C(=O)O)(=O)O.C(C)N(CCOCCC1=CC2=C(SC=C2)C=C1F)CC (N,N-diethyl-N-{2-[2-(6-fluorobenzo[b]thiophen-5-yl)ethoxy]ethyl}amine oxalate). Yield: 71.8%. RXN SMILES: [CH2:1]([N:3]([CH2:19][CH3:20])[CH2:4][CH2:5][O:6][CH2:7][CH2:8][C:9]1[C:17]([F:18])=[CH:16][C:12]2[S:13][CH:14]=[CH:15][C:11]=2[CH:10]=1)[CH3:2].[C:21]([OH:26])(=[O:25])[C:22]([OH:24])=[O:23]>C(OCC)(=O)C.C(OC(C)C)(C)C>[C:21]([OH:26])(=[O:25])[C:22]([OH:24])=[O:23].[CH2:19]([N:3]([CH2:1][CH3:2])[CH2:4][CH2:5][O:6][CH2:7][CH2:8][C:9]1[C:17]([F:18])=[CH:16][C:12]2[S:13][CH:14]=[CH:15][C:11]=2[CH:10]=1)[CH3:20] |f:4.5|. Procedure details: In 2.5 mL of ethyl acetate is dissolved 0.90 g of N,N-diethyl-N-{2-[2-(6-fluorobenzo[b]thiophen-5-yl)ethoxy]ethyl}-amine, to which is added 2 ml of a solution of 0.27 g of oxalic acid in ethyl acetate. The resulting mixture is stirred at ambient temperature for 2 hours. The reaction mixture is diluted with 10 mL of diisopropyl ether, and the resulting crystalline precipitate is collected by filtration, washed with diisopropyl ether and dried. Thus, 0.83 g of N,N-diethyl-N-{2-[2-(6-fluorobenzo[b]... Starting materials: BrC=1C=NC=NC1 (5-bromopyrimidine), C1(CC1)[Mg]Br (cyclopropylmagnesium bromide), C(#N)C1=C(C(=O)C(=C(C1=O)Cl)Cl)C#N (DDQ), O (water). Run in CCOCC (Et2O), C1CCOC1 (THF), C1CCOC1 (THF). Conditions: time 1 hour. Product: BrC=1C(=NC=NC1)C1CC1 (5-Bromo-4-cyclopropylpyrimidine). Isolated yield 18.6%. As a reaction SMILES: [Br:1][C:2]1[CH:3]=[N:4][CH:5]=[N:6][CH:7]=1.[CH:8]1([Mg]Br)[CH2:10][CH2:9]1.O.C(C1C(=O)C(Cl)=C(Cl)C(=O)C=1C#N)#N>CCOCC.C1COCC1>[Br:1][C:2]1[C:3]([CH:8]2[CH2:10][CH2:9]2)=[N:4][CH:5]=[N:6][CH:7]=1. Reported procedure: To a solution of 5-bromopyrimidine (3 g, 18.87 mmol) in Et2O (120 mL) and THF (20 ml) was added cyclopropylmagnesium bromide (39.6 mL, 19.81 mmol) at 0° C. The resulting white suspension was stirred at room temperature for 1 h and quenched with water (0.340 mL, 18.87 mmol) followed by addition of DDQ (4.28 g, 18.87 mmol) in THF (10 ml). The resulting black mixture was stirred at room temperature overnight. The reaction mixture was extracted with EtOAc. The aqueous layer was extracted with EtOAc ... Starting materials: Cl.COC1=CC(=C(C=C1)NN)C (1-(4-methoxy-2-methylphenyl)hydrazine hydrochloride), CCOC(=O)CC1CCCCC1=O (ethyl 2-cyclohexanone acetate). Yields the product ClC1=CC=C(CN2C3=C(C=C(C=C3C=3CCCC(C23)CC(=O)O)OC)C)C=C1 (9-p-Chlorobenzyl-6-methoxy-8-methyl-1,2,3,4-tetrahydrocarbazol-1-yl-acetic acid). RXN SMILES: [ClH:1].[CH3:2][O:3][C:4]1[CH:9]=[CH:8][C:7]([NH:10]N)=[C:6]([CH3:12])[CH:5]=1.CC[O:15][C:16]([CH2:18][CH:19]1[C:24](=O)[CH2:23][CH2:22][CH2:21][CH2:20]1)=[O:17]>>[Cl:1][C:9]1[CH:8]=[CH:7][C:6]([CH2:12][N:10]2[C:20]3[CH:19]([CH2:18][C:16]([OH:15])=[O:17])[CH2:24][CH2:23][CH2:22][C:21]=3[C:8]3[C:7]2=[C:6]([CH3:12])[CH:5]=[C:4]([O:3][CH3:2])[CH:9]=3)=[CH:5][CH:4]=1 |f:0.1|. Reported procedure: Following the procedure of Example 34, but using 1-(4-methoxy-2-methylphenyl)hydrazine hydrochloride and ethyl 2-cyclohexanone acetate as starting materials, the title compound was prepared. m.p. 188°-188.5° C.